Dataset: the Open Reaction Database (ORD), a public repository of structured organic reaction records. Task: describe an organic reaction: reactants, conditions, products, and yield RXN SMILES: [C:1]([C:3]([CH3:12])([CH2:9][CH2:10][CH3:11])[C:4]([O:6]CC)=[O:5])#[N:2].C(O)C.[OH-].[Na+]>O>[C:1]([C:3]([CH3:12])([CH2:9][CH2:10][CH3:11])[C:4]([OH:6])=[O:5])#[N:2] |f:2.3|. The reactants are C(#N)C(C(=O)OCC)(CCC)C (ethyl 2-cyano-2-methylpentanoate), C(C)O (ethanol), [OH-].[Na+] (sodium hydroxide). Procedure: In a 200 ml two-necked round-bottom flask with ground fitting, 16.00 g (94.7 mM) of ethyl 2-cyano-2-methylpentanoate and 90 ml of ethanol were placed. To the mixture under stirring with a magnetic stirrer, a solution of 10.8 g (270 mM) of sodium hydroxide in 35 ml of distilled water was added dropwise. The mixture was stirred for 5 hours at room temperature, followed by removal of the solvent and addition of 3N-HCl until the solution reacted pH 1. The reaction mixture was transferred to a separa... Product: C(#N)C(C(=O)O)(CCC)C (2-cyano-2-methylpentanoic acid). Run in O (water). Isolated yield 94.5%. The reactants are COC=1C=C2C(=C(N(C2=CC1)CC1=CC=CC=C1)C)CC(=O)NN (5-Methoxy-2-methyl-1-(phenylmethyl)-1H-indole-3-acetic acid hydrazide), C(C)OC(CC1=C(N(C2=CC=C(C=C12)OC)CC1=CC=CC=C1)C)=O (5-methoxy-2-methyl-1-(phenylmethyl)-1H-indole-3-acetic acid ethyl ester), NN (hydrazine). Run in CO (MeOH). The product is COC=1C=C2C(=C(N(C2=CC1)CC1=CC=CC=C1)C)CC(=O)NN (5-methoxy-2-methyl-1-(phenylmethyl)-1H-indole-3-acetic acid hydrazide), CCOCC (ether). Isolated yield 96.0%. Reaction SMILES: [CH3:1][O:2][C:3]1[CH:4]=[C:5]2[C:9](=[CH:10][CH:11]=1)[N:8]([CH2:12][C:13]1[CH:18]=[CH:17][CH:16]=[CH:15][CH:14]=1)[C:7]([CH3:19])=[C:6]2[CH2:20][C:21]([NH:23][NH2:24])=[O:22].[CH2:25]([O:27][C:28](=O)[CH2:29]C1C2C(=CC=C(OC)C=2)N(CC2C=CC=CC=2)C=1C)[CH3:26].NN>CO>[CH3:1][O:2][C:3]1[CH:4]=[C:5]2[C:9](=[CH:10][CH:11]=1)[N:8]([CH2:12][C:13]1[CH:18]=[CH:17][CH:16]=[CH:15][CH:14]=1)[C:7]([CH3:19])=[C:6]2[CH2:20][C:21]([NH:23][NH2:24])=[O:22].[CH3:26][CH2:25][O:27][CH2:28][CH3:29]. Reported procedure: 5-Methoxy-2-methyl-1-(phenylmethyl)-1H-indole-3-acetic acid hydrazide. A solution of 1.0 g (2.96 mmol) of 5-methoxy-2-methyl-1-(phenylmethyl)-1H-indole-3-acetic acid ethyl ester and 5 mL of hydrazine in 50 mL of MeOH was reacted as described in Example 3, Part C, to give by trituration with ether 920 mg (96% yield) of 5-methoxy-2-methyl-1-(phenylmethyl)-1H-indole-3-acetic acid hydrazide mp, 161°-162° C.